This data is from the Open Reaction Database (ORD), a public repository of structured organic reaction records. The task is: describe an organic reaction: reactants, conditions, products, and yield Starting materials: C#CC(=O)OCC=C(C)C, [Li]CCCC, COc1ccc(C=O)cc1, [Cl-], [NH4+], C1CCOC1. Yields the product COc1ccc(C(O)C#CC(=O)OCC=C(C)C)cc1. As a reaction SMILES: [C:1]([C:2]#[CH:3])(=[O:4])[O:5][CH2:6][CH:7]=[C:8]([CH3:9])[CH3:10].[CH2:11]([Li:12])[CH2:13][CH2:14][CH3:15].[CH3:16][O:17][c:18]1[cH:19][cH:20][c:21]([CH:22]=[O:23])[cH:24][cH:25]1.[Cl-:26].[NH4+:27].[O:28]1[CH2:29][CH2:30][CH2:31][CH2:32]1>>[C:1]([C:2]#[C:3][CH:22]([c:21]1[cH:20][cH:19][c:18]([O:17][CH3:16])[cH:25][cH:24]1)[OH:23])(=[O:4])[O:5][CH2:6][CH:7]=[C:8]([CH3:9])[CH3:10].